From a dataset of the Open Reaction Database (ORD), a public repository of structured organic reaction records. describe an organic reaction: reactants, conditions, products, and yield The solvent is C(C)O (ethanol). Product: C(C)(C)(C)C1=CC=C(C=C1)S(=O)(=O)N1CC2=C(NC3=C1C=C(C=C3)C(C)=NO)N=C(C=C2)C(F)(F)F (1-[6-[(4-tert-Butylphenyl)sulfonyl]-2-(trifluoromethyl)-6,11-dihydro-5H-pyrido[2,3-b][1,5]benzodiazepin-8-yl]ethanone oxime). Run at temperature 160 celsius. Starting materials: C(C)(C)(C)C1=CC=C(C=C1)S(=O)(=O)N1CC2=C(NC3=C1C=C(C=C3)C(C)=O)N=C(C=C2)C(F)(F)F (1-[6-[(4-tert-Butylphenyl)sulfonyl]-2-(trifluoromethyl)-6,11-dihydro-5H-pyrido[2,3-b][1,5]benzodiazepin-8-yl]ethanone), Cl.NO (hydroxylamine hydrochloride), N1=CC=CC=C1 (pyridine). As a reaction SMILES: [C:1]([C:5]1[CH:10]=[CH:9][C:8]([S:11]([N:14]2[C:20]3[CH:21]=[C:22]([C:25](=O)[CH3:26])[CH:23]=[CH:24][C:19]=3[NH:18][C:17]3[N:28]=[C:29]([C:32]([F:35])([F:34])[F:33])[CH:30]=[CH:31][C:16]=3[CH2:15]2)(=[O:13])=[O:12])=[CH:7][CH:6]=1)([CH3:4])([CH3:3])[CH3:2].Cl.[NH2:37][OH:38].N1C=CC=CC=1>C(O)C>[C:1]([C:5]1[CH:10]=[CH:9][C:8]([S:11]([N:14]2[C:20]3[CH:21]=[C:22]([C:25](=[N:37][OH:38])[CH3:26])[CH:23]=[CH:24][C:19]=3[NH:18][C:17]3[N:28]=[C:29]([C:32]([F:35])([F:34])[F:33])[CH:30]=[CH:31][C:16]=3[CH2:15]2)(=[O:13])=[O:12])=[CH:7][CH:6]=1)([CH3:4])([CH3:3])[CH3:2] |f:1.2|. Procedure details: A mixture of 1-[6-[(4-tert-butylphenyl)sulfonyl]-2-(trifluoromethyl)-6,11-dihydro-5H-pyrido[2,3-b][1,5]benzodiazepin-8-yl]ethanone (Example 454, 19 mg, 0.0378 mmol), hydroxylamine hydrochloride (2.9 mg, 0.042 mmol), pyridine (0.15 mL), and ethanol (0.15 mL) was heated in a microwave reactor at 160° C. for 10 min. The volatiles were removed, and the residue was triturated with hexane/DCM. The solid was collected and dried to provide the title compound. LC/MS: m/e 504.0 (M+H)+. 1H NMR (500 MHz, ac... Starting materials: [Br-], [Br-], [Br-], CCCC[N+](CCCC)(CCCC)CCCC, CCCC[N+](CCCC)(CCCC)CCCC, CCCC[N+](CCCC)(CCCC)CCCC, CCc1ccccc1O, ClC(Cl)Cl. Yields the product CCc1cc(Br)ccc1O. RXN SMILES: [Br-:1].[Br-:2].[Br-:3].[CH2:21]([N+:22]([CH2:23][CH2:24][CH2:25][CH3:26])([CH2:27][CH2:28][CH2:29][CH3:30])[CH2:31][CH2:32][CH2:33][CH3:34])[CH2:35][CH2:36][CH3:37].[CH2:38]([N+:39]([CH2:40][CH2:41][CH2:42][CH3:43])([CH2:44][CH2:45][CH2:46][CH3:47])[CH2:48][CH2:49][CH2:50][CH3:51])[CH2:52][CH2:53][CH3:54].[CH2:4]([N+:5]([CH2:6][CH2:7][CH2:8][CH3:9])([CH2:10][CH2:11][CH2:12][CH3:13])[CH2:14][CH2:15][CH2:16][CH3:17])[CH2:18][CH2:19][CH3:20].[CH2:55]([CH3:56])[c:57]1[c:58]([OH:63])[cH:59][cH:60][cH:61][cH:62]1.[Cl:64][CH:65]([Cl:66])[Cl:67]>>[Br:1][c:61]1[cH:60][cH:59][c:58]([OH:63])[c:57]([CH2:55][CH3:56])[cH:62]1.